This data is from the Open Reaction Database (ORD), a public repository of structured organic reaction records. The task is: describe an organic reaction: reactants, conditions, products, and yield Reactants: CCOC(=O)C(C)c1ccc(CC(C)C)cc1, CCOCC, CC(C)NC(C)C, C[Si](C)(C)Cl, [Li]C. Product: CCOC(O[Si](C)(C)C)=C(C)c1ccc(CC(C)C)cc1. As a reaction SMILES: [CH2:10]([CH:11]([CH3:12])[CH3:13])[c:14]1[cH:15][cH:16][c:17]([CH:20]([C:21](=[O:22])[O:23][CH2:24][CH3:25])[CH3:26])[cH:18][cH:19]1.[CH3:32][CH2:33][O:34][CH2:35][CH3:36].[CH:3]([NH:4][CH:5]([CH3:6])[CH3:7])([CH3:8])[CH3:9].[Cl:27][Si:28]([CH3:29])([CH3:30])[CH3:31].[Li:1][CH3:2]>>[CH2:10]([CH:11]([CH3:12])[CH3:13])[c:14]1[cH:15][cH:16][c:17]([C:20](=[C:21]([O:22][Si:28]([CH3:29])([CH3:30])[CH3:31])[O:23][CH2:24][CH3:25])[CH3:26])[cH:18][cH:19]1. The reactants are CC(Nc1nc2cc[nH]c(=O)c2c2cc(C#C[Si](C)(C)C)ccc12)C(C)(C)C, CO, [K+], [OH-], O. The product is C#Cc1ccc2c(NC(C)C(C)(C)C)nc3cc[nH]c(=O)c3c2c1. As a reaction SMILES: [CH3:1][CH:2]([C:3]([CH3:4])([CH3:5])[CH3:6])[NH:7][c:8]1[n:9][c:10]2[cH:11][cH:12][nH:13][c:14](=[O:28])[c:15]2[c:16]2[c:17]1[cH:18][cH:19][c:20]([C:22]#[C:23][Si:24]([CH3:25])([CH3:26])[CH3:27])[cH:21]2.[CH3:31][OH:32].[K+:30].[OH-:29].[OH2:33]>>[CH3:1][CH:2]([C:3]([CH3:4])([CH3:5])[CH3:6])[NH:7][c:8]1[n:9][c:10]2[cH:11][cH:12][nH:13][c:14](=[O:28])[c:15]2[c:16]2[c:17]1[cH:18][cH:19][c:20]([C:22]#[CH:23])[cH:21]2. Reactants: IC=1C=C2CC[C@H](OC2=CC1)C(=O)O ((2S)-6-iodo-3,4-dihydro-2H-chromene-2-carboxylic acid), Cl.Cl.NC[C@H](O)C=1C=NC=CC1 ((1R)-2-amino-1-(3-pyridinyl)ethanol dihydrochloride). Yields the product O[C@@H](CNC(=O)[C@H]1OC2=CC=C(C=C2CC1)I)C=1C=NC=CC1 ((2S)-N-[(2R)-2-hydroxy-2-(3-pyridinyl)ethyl]-6-iodo-3,4-dihydro-2H-chromene-2-carboxamide). The yield is 87.0%. Reaction SMILES: [I:1][C:2]1[CH:3]=[C:4]2[C:9](=[CH:10][CH:11]=1)[O:8][C@H:7]([C:12]([OH:14])=O)[CH2:6][CH2:5]2.Cl.Cl.[NH2:17][CH2:18][C@@H:19]([C:21]1[CH:22]=[N:23][CH:24]=[CH:25][CH:26]=1)[OH:20]>>[OH:20][C@H:19]([C:21]1[CH:22]=[N:23][CH:24]=[CH:25][CH:26]=1)[CH2:18][NH:17][C:12]([C@@H:7]1[CH2:6][CH2:5][C:4]2[C:9](=[CH:10][CH:11]=[C:2]([I:1])[CH:3]=2)[O:8]1)=[O:14] |f:1.2.3|. Procedure: Using the same procedure described in Method A, using (2S)-6-iodo-3,4-dihydro-2H-chromene-2-carboxylic acid (Example 7, Method B) and (1R)-2-amino-1-(3-pyridinyl)ethanol dihydrochloride (U.S. Pat. No. 6,051,586), the title compound was obtained as a white solid in 87% yield. 1H NMR (DMSO-d6) δ 8.47 (d, J=2.2 Hz, 1 H), 8.43 (dd, J=6.6, 1.8 Hz, 1 H), 7.90 (t, J=7.1 Hz, 1 H), 7.69-7.60 (m, 1 H), 7.40-7.37 (m, 2 H), 7.30-7.26 (m, 1 H), 6.66 (d, J=9.1 Hz, 1 H), 5.66 (d, J=4.6 Hz, 1 H), 4.72 (q, J=5.0... Starting materials: OCC#CC=1C=C2CCC(C2=CC1)=O (5-(hydroxyprop-1-yn-1-yl)-2,3-dihydro-1H-indene-1-one). Reagents/catalysts: [Pd] (Pd/C). The solvent is CO (MeOH). Reaction conditions: time 12 hour. Yields the product OCCCC=1C=C2CCC(C2=CC1)=O (5-(3-hydroxypropyl)-2,3-dihydro-1H-inden-1-one). Isolated yield 94.8%. As a reaction SMILES: [OH:1][CH2:2][C:3]#[C:4][C:5]1[CH:6]=[C:7]2[C:11](=[CH:12][CH:13]=1)[C:10](=[O:14])[CH2:9][CH2:8]2>CO.[Pd]>[OH:1][CH2:2][CH2:3][CH2:4][C:5]1[CH:6]=[C:7]2[C:11](=[CH:12][CH:13]=1)[C:10](=[O:14])[CH2:9][CH2:8]2. Procedure details: To a solution of 5-(hydroxyprop-1-yn-1-yl)-2,3-dihydro-1H-indene-1-one (1.06 g, 5.71 mmol) in MeOH was added 10% Pd/C and hydrogenated by means of Pair shaker. After 12 h, the reaction mixture was filtered on Celite and concentrated in vacuo to give 5-(3-hydroxypropyl)-2,3-dihydro-1H-inden-1-one (1.03 g, 94% yield): MS (EI) for C12H14O2: 191.24 (MH+). Reactants: COC(CC1=CC(=CC=C1)OC1=C(C=C(C=C1)Br)CBr)=O ([3-(4-bromo-2-bromomethyl-phenoxy)-phenyl]-acetic acid methyl ester), FC(C=1C=C(C=C(C1)C(F)(F)F)[C@@H]1[C@@H](NC(O1)=O)C)(F)F ((4S,5R)-5-(3,5-bis-trifluoromethyl-phenyl)-4-methyl-oxazolidin-2-one). Product: COC(CC1=CC(=CC=C1)OC1=C(C=C(C=C1)Br)CN1C(O[C@@H]([C@@H]1C)C1=CC(=CC(=C1)C(F)(F)F)C(F)(F)F)=O)=O ((3-{2-[(4S,5R)-5-(3,5-Bis-trifluoromethyl-phenyl)-4-methyl-2-oxo-oxazolidin-3-ylmethyl]-4-bromo-phenoxy}-phenyl)-acetic acid methyl ester). As a reaction SMILES: [CH3:1][O:2][C:3](=[O:21])[CH2:4][C:5]1[CH:10]=[CH:9][CH:8]=[C:7]([O:11][C:12]2[CH:17]=[CH:16][C:15]([Br:18])=[CH:14][C:13]=2[CH2:19]Br)[CH:6]=1.[F:22][C:23]([F:42])([F:41])[C:24]1[CH:25]=[C:26]([C@H:34]2[O:38][C:37](=[O:39])[NH:36][C@H:35]2[CH3:40])[CH:27]=[C:28]([C:30]([F:33])([F:32])[F:31])[CH:29]=1>>[CH3:1][O:2][C:3](=[O:21])[CH2:4][C:5]1[CH:10]=[CH:9][CH:8]=[C:7]([O:11][C:12]2[CH:17]=[CH:16][C:15]([Br:18])=[CH:14][C:13]=2[CH2:19][N:36]2[C@@H:35]([CH3:40])[C@@H:34]([C:26]3[CH:27]=[C:28]([C:30]([F:32])([F:33])[F:31])[CH:29]=[C:24]([C:23]([F:22])([F:41])[F:42])[CH:25]=3)[O:38][C:37]2=[O:39])[CH:6]=1. Reported procedure: Prepared according to the procedure described in Example 6, Step 5, using the following starting materials: [3-(4-bromo-2-bromomethyl-phenoxy)-phenyl]-acetic acid methyl ester and (4S,5R)-5-(3,5-bis-trifluoromethyl-phenyl)-4-methyl-oxazolidin-2-one. Starting materials: CCOC(=O)CC(=O)OCC, CCOC=C(C(=O)[O-])C(=O)OCC, CC(=O)OC(C)=O, CCOC([O-])[O-], [Cl-], [Cl-], [Zn+2]. Product: CCOC=C(C(=O)OCC)C(=O)OCC. Reaction SMILES: [C:1]([CH2:2][C:3](=[O:4])[O:5][CH2:6][CH3:7])(=[O:8])[O:9][CH2:10][CH3:11].[CH2:25]([O:26][CH:27]=[C:28]([C:29]([O-:30])=[O:31])[C:32]([O:33][CH2:34][CH3:35])=[O:36])[CH3:37].[CH3:18][C:19]([O:20][C:21](=[O:22])[CH3:23])=[O:24].[CH:12]([O:13][CH2:14][CH3:15])([O-:16])[O-:17].[Cl-:38].[Cl-:40].[Zn+2:39]>>[C:1]([C:2]([C:3](=[O:4])[O:5][CH2:6][CH3:7])=[CH:12][O:13][CH2:14][CH3:15])(=[O:8])[O:9][CH2:10][CH3:11]. The reactants are CC1CN(C(=O)OC(C)(C)C)CC2Cc3ccc(COCCO)nc3N12, [Li]CCCC, CCSSCC, C1CCOC1, CC(=O)[O-], CO, [NH4+], O. Product: CCSc1ccc2c(n1)N1C(C)CN(C(=O)OC(C)(C)C)CC1C2. Reaction SMILES: [C:6]([CH3:7])([CH3:8])([CH3:9])[O:10][C:11](=[O:12])[N:13]1[CH2:14][CH:15]2[CH2:16][c:17]3[cH:18][cH:19][c:20]([CH2:27][O:28][CH2:29][CH2:30][OH:31])[n:21][c:22]3[N:23]2[CH:24]([CH3:26])[CH2:25]1.[CH2:1]([Li:2])[CH2:3][CH2:4][CH3:5].[CH2:32]([CH3:33])[S:34][S:35][CH2:36][CH3:37].[CH2:43]1[O:44][CH2:45][CH2:46][CH2:47]1.[CH3:39][C:40](=[O:41])[O-:42].[CH3:48][OH:49].[NH4+:38].[OH2:50]>>[C:6]([CH3:7])([CH3:8])([CH3:9])[O:10][C:11](=[O:12])[N:13]1[CH2:14][CH:15]2[CH2:16][c:17]3[cH:18][cH:19][c:20]([S:34][CH2:32][CH3:33])[n:21][c:22]3[N:23]2[CH:24]([CH3:26])[CH2:25]1.